This data is from the Open Reaction Database (ORD), a public repository of structured organic reaction records. The task is: describe an organic reaction: reactants, conditions, products, and yield Reactants: OBO, CCc1cc(Br)c(OCc2ccccc2)cc1OCCCC#N, Cc1ccccc1, CCO, CCOC(C)=O, Fc1ccccc1, [Na+], [Na+], O=C([O-])[O-]. Product: CCc1cc(-c2ccc(F)cc2)c(OCc2ccccc2)cc1OCCCC#N. Reaction SMILES: [BH:1]([OH:2])[OH:3].[CH2:11]([c:12]1[cH:13][cH:14][cH:15][cH:16][cH:17]1)[O:18][c:19]1[c:20]([Br:33])[cH:21][c:22]([CH2:31][CH3:32])[c:23]([O:25][CH2:26][CH2:27][CH2:28][C:29]#[N:30])[cH:24]1.[CH3:34][c:35]1[cH:36][cH:37][cH:38][cH:39][cH:40]1.[CH3:47][CH2:48][OH:49].[CH3:50][CH2:51][O:52][C:53](=[O:54])[CH3:55].[F:4][c:5]1[cH:6][cH:7][cH:8][cH:9][cH:10]1.[Na+:41].[Na+:42].[O-:43][C:44](=[O:45])[O-:46]>>[F:4][c:5]1[cH:6][cH:7][c:8](-[c:20]2[c:19]([O:18][CH2:11][c:12]3[cH:13][cH:14][cH:15][cH:16][cH:17]3)[cH:24][c:23]([O:25][CH2:26][CH2:27][CH2:28][C:29]#[N:30])[c:22]([CH2:31][CH3:32])[cH:21]2)[cH:9][cH:10]1. Reactants: BrC1=C(C=CC(=C1)C(N(C)OC)=O)NC(OC(C)(C)C)=O (tert-butyl N-[2-bromo-4-[methoxy(methyl)carbamoyl]phenyl]carbamate), ClC1=CC=C(C=C1)[Mg]Br ((4-chlorophenyl)magnesium bromide). Run in [Cl-].[Na+] (sodium chloride), O1CCCC1 (tetrahydrofuran). Conditions: time 8 hour. Yields the product BrC1=C(C=CC(=C1)C(=O)C1=CC=C(C=C1)Cl)NC(OC(C)(C)C)=O (tert-butyl N-[2-bromo-4-[(4-chlorophenyl)carbonyl]phenyl]carbamate). As a reaction SMILES: [Br:1][C:2]1[CH:7]=[C:6]([C:8](=[O:13])N(OC)C)[CH:5]=[CH:4][C:3]=1[NH:14][C:15](=[O:21])[O:16][C:17]([CH3:20])([CH3:19])[CH3:18].[Cl:22][C:23]1[CH:28]=[CH:27][C:26]([Mg]Br)=[CH:25][CH:24]=1>O1CCCC1.[Cl-].[Na+]>[Br:1][C:2]1[CH:7]=[C:6]([C:8]([C:26]2[CH:27]=[CH:28][C:23]([Cl:22])=[CH:24][CH:25]=2)=[O:13])[CH:5]=[CH:4][C:3]=1[NH:14][C:15](=[O:21])[O:16][C:17]([CH3:18])([CH3:19])[CH3:20] |f:3.4|. Reported procedure: Into a 1-L round-bottom flask purged and maintained with an inert atmosphere of nitrogen, was placed a solution of tert-butyl N-[2-bromo-4-[methoxy(methyl)carbamoyl]phenyl]carbamate (30 g, 83.52 mmol, 1.00 equip) in tetrahydrofuran (400 mL). To the resulting mixture was then added (4-chlorophenyl)magnesium bromide (250 mL, 3.00 equip, 1 M) dropwise with stirring at 0° C. The resulting solution was stirred overnight at room temperature. The resulting solution was diluted with saturated sodium chl...